Task: describe an organic reaction: reactants, conditions, products, and yield. Dataset: the Open Reaction Database (ORD), a public repository of structured organic reaction records The reactants are CO, c1ccc2c(c1)OCC(CN1CCC3=C(CCCC3)C1)O2. The product is c1ccc2c(c1)OCC(CN1CCC3CCCCC3C1)O2. As a reaction SMILES: [CH3:22][OH:23].[O:1]1[CH:2]([CH2:11][N:12]2[CH2:13][C:14]3=[C:19]([CH2:18][CH2:17][CH2:16][CH2:15]3)[CH2:20][CH2:21]2)[CH2:3][O:4][c:5]2[c:6]1[cH:7][cH:8][cH:9][cH:10]2>>[O:1]1[CH:2]([CH2:11][N:12]2[CH2:13][CH:14]3[CH2:15][CH2:16][CH2:17][CH2:18][CH:19]3[CH2:20][CH2:21]2)[CH2:3][O:4][c:5]2[c:6]1[cH:7][cH:8][cH:9][cH:10]2.